Dataset: the Open Reaction Database (ORD), a public repository of structured organic reaction records. Task: describe an organic reaction: reactants, conditions, products, and yield The reactants are C(C)(=O)O.C(C)(=O)N1CC2=C(C=3C=C(C=CC13)N)N(N=C2C(=O)N)C2=CC1=C(OCO1)C=C2 (5-acetyl-8-amino-1-(1,3-benzodioxol-5-yl)-4,5-dihydro-1H-pyrazolo[4,3-c]quinoline-3-carboxamide acetate), CS(=O)(=O)Cl (methane sulfonyl chloride). The solvent is N1=CC=CC=C1 (pyridine). Conditions: time 18 hour. The product is C(C)(=O)N1CC2=C(C=3C=C(C=CC13)NS(=O)(=O)C)N(N=C2C(=O)N)C2=CC1=C(OCO1)C=C2 (5-acetyl-1-(1,3-benzodioxol-5-yl)-8-[(methylsulfonyl)amino]-4,5-dihydro-1H-pyrazolo[4,3-c]quinoline-3-carboxamide). The yield is 25.0%. As a reaction SMILES: C(O)(=O)C.[C:5]([N:8]1[C:17]2[CH:16]=[CH:15][C:14]([NH2:18])=[CH:13][C:12]=2[C:11]2[N:19]([C:25]3[CH:33]=[CH:32][C:28]4[O:29][CH2:30][O:31][C:27]=4[CH:26]=3)[N:20]=[C:21]([C:22]([NH2:24])=[O:23])[C:10]=2[CH2:9]1)(=[O:7])[CH3:6].[CH3:34][S:35](Cl)(=[O:37])=[O:36]>N1C=CC=CC=1>[C:5]([N:8]1[C:17]2[CH:16]=[CH:15][C:14]([NH:18][S:35]([CH3:34])(=[O:37])=[O:36])=[CH:13][C:12]=2[C:11]2[N:19]([C:25]3[CH:33]=[CH:32][C:28]4[O:29][CH2:30][O:31][C:27]=4[CH:26]=3)[N:20]=[C:21]([C:22]([NH2:24])=[O:23])[C:10]=2[CH2:9]1)(=[O:7])[CH3:6] |f:0.1|. Reported procedure: The title material from Example 17 step 6 (300 mg, 0.000767 mol) was dissolved in pyridine (5 mL), and to this solution was added methane sulfonyl chloride (88 mg, 0.000767 mol). The resulting solution was stirred at room temperature for 18 hours. The reaction was then concentrated in vacuo, and the resulting solids were triturated with water and the product was isolated by vacuum filtration. 88 mg. (MW=469.48, 25% yield). LC/MS m/z=470.3 (m+1). Reactants: C(C)(C)(C)OC(=O)NCCCCNC1=NC=CC=C1 (2-[[4-(tert-butoxycarbonyl)amino-1-butyl]amino]pyridine), C(=O)(C(F)(F)F)O (TFA). Solvent: C(Cl)Cl (CH2Cl2). Product: NCCCCNC1=NC=CC=C1 (2-[(4-Amino-1-butyl)amino]pyridine). Isolated yield 23.6%. Reaction SMILES: C(OC([NH:8][CH2:9][CH2:10][CH2:11][CH2:12][NH:13][C:14]1[CH:19]=[CH:18][CH:17]=[CH:16][N:15]=1)=O)(C)(C)C.C(O)(C(F)(F)F)=O>C(Cl)Cl>[NH2:8][CH2:9][CH2:10][CH2:11][CH2:12][NH:13][C:14]1[CH:19]=[CH:18][CH:17]=[CH:16][N:15]=1. Reported procedure: Crude 2-[[4-(tert-butoxycarbonyl)amino-1-butyl]amino]pyridine (3.13 mmole) was treated with TFA (10 mL) in CH2Cl2 (10 mL). After 2 hr the mixture was concentrated under reduced pressure. The residue was taken up in 1.0 N NaOH (20 mL) and extracted with CHCl3 (4×50 mL). The combined organic extracts were dried over MgSO4, filtered, and concentrated under reduced pressure to give the title compound (122 mg, 24%) as a yellow oil: MS (ES) m/e 166 (M+H)+. The reactants are CS(C)=O, [H-], N#Cc1c(N)cccc1F, [Na+], Oc1ccccc1. Yields the product N#Cc1c(N)cccc1Oc1ccccc1. As a reaction SMILES: [CH3:20][S:21](=[O:22])[CH3:23].[H-:8].[NH2:10][c:11]1[c:12]([C:13]#[N:14])[c:15]([F:19])[cH:16][cH:17][cH:18]1.[Na+:9].[OH:1][c:2]1[cH:3][cH:4][cH:5][cH:6][cH:7]1>>[O:1]([c:2]1[cH:3][cH:4][cH:5][cH:6][cH:7]1)[c:15]1[c:12]([C:13]#[N:14])[c:11]([NH2:10])[cH:18][cH:17][cH:16]1. Reactants: C(#N)C1=CC2=CC[C@H]3[C@@H]4CC[C@@H]([C@@]4(C)CC[C@@H]3[C@]2(CC1)C)C(SC1=NC=CC=C1)=O (S-2-pyridyl 3-cyanoandrosta-3,5-diene-17β-thiocarboxylate), COC1=CC=C(C(C2=CC=C(C=C2)OC)N)C=C1 (4,4'-dimethoxybenzhydrylamine). Product: COC1=CC=C(C(C2=CC=C(C=C2)OC)NC(=O)[C@@H]2[C@]3(C)[C@@H](CC2)[C@@H]2CC=C4C=C(CC[C@]4(C)[C@H]2CC3)C#N)C=C1 (N-(4, 4'-Dimethoxybenzhydryl)-3-cyanoandrosta-3,5-diene-17β-carboxamide). Yield: 79.0%. RXN SMILES: [C:1]([C:3]1[CH2:20][CH2:19][C@@:18]2([CH3:21])[C:5](=[CH:6][CH2:7][C@@H:8]3[C@@H:17]2[CH2:16][CH2:15][C@@:13]2([CH3:14])[C@H:9]3[CH2:10][CH2:11][C@@H:12]2[C:22](=[O:30])SC2C=CC=CN=2)[CH:4]=1)#[N:2].[CH3:31][O:32][C:33]1[CH:48]=[CH:47][C:36]([CH:37]([NH2:46])[C:38]2[CH:43]=[CH:42][C:41]([O:44][CH3:45])=[CH:40][CH:39]=2)=[CH:35][CH:34]=1>>[CH3:45][O:44][C:41]1[CH:42]=[CH:43][C:38]([CH:37]([NH:46][C:22]([C@H:12]2[CH2:11][CH2:10][C@H:9]3[C@H:8]4[C@H:17]([CH2:16][CH2:15][C@:13]23[CH3:14])[C@:18]2([CH3:21])[C:5]([CH:4]=[C:3]([C:1]#[N:2])[CH2:20][CH2:19]2)=[CH:6][CH2:7]4)=[O:30])[C:36]2[CH:47]=[CH:48][C:33]([O:32][CH3:31])=[CH:34][CH:35]=2)=[CH:39][CH:40]=1. Procedure details: Following a procedure similar to that described in Example 3(b), but using S-2-pyridyl 3-cyanoandrosta-3,5-diene-17β-thiocarboxylate [prepared as described in Example 3(a)] and 4,4'-dimethoxybenzhydrylamine (prepared as described in Preparation 14) as starling materials, in relative proportions similar to those used in that Example, the title compound was obtained in a yield of 79%. The reactants are O=C(Cl)c1ccccc1, CC(C)=O, Nc1c(F)cccc1F, [NH4+], O, N#C[S-]. Yields the product NC(=S)Nc1c(F)cccc1F. RXN SMILES: [C:1]([Cl:2])(=[O:3])[c:4]1[cH:5][cH:6][cH:7][cH:8][cH:9]1.[CH3:24][C:25](=[O:26])[CH3:27].[F:14][c:15]1[c:16]([NH2:17])[c:18]([F:22])[cH:19][cH:20][cH:21]1.[NH4+:13].[OH2:23].[S-:10][C:11]#[N:12]>>[S:10]=[C:11]([NH2:12])[NH:17][c:16]1[c:15]([F:14])[cH:21][cH:20][cH:19][c:18]1[F:22]. Starting materials: Cl, O, COc1ccc(C(Sc2ccccc2NC(C)=O)C(O)C(=O)O)cc1. Product: COc1ccc(C(Sc2ccccc2N)C(O)C(=O)O)cc1. As a reaction SMILES: [ClH:26].[OH2:27].[OH:1][CH:2]([C:3](=[O:4])[OH:5])[CH:6]([S:7][c:8]1[c:9]([NH:14][C:15](=[O:16])[CH3:17])[cH:10][cH:11][cH:12][cH:13]1)[c:18]1[cH:19][cH:20][c:21]([O:24][CH3:25])[cH:22][cH:23]1>>[OH:1][CH:2]([C:3](=[O:4])[OH:5])[CH:6]([S:7][c:8]1[c:9]([NH2:14])[cH:10][cH:11][cH:12][cH:13]1)[c:18]1[cH:19][cH:20][c:21]([O:24][CH3:25])[cH:22][cH:23]1. The reactants are ClC1=NC=C(C(=N1)N(CC(C(=O)OC(C)(C)C)(C)C)C1CCCC1)[N+](=O)[O-] (tert-butyl 3-[(2-chloro-5-nitro-pyrimidin-4-yl)-cyclopentyl-amino]-2,2-dimethyl-propanoate), NC1=C(C=C(C(=O)OC)C=C1)OC (methyl 4-amino-3-methoxy-benzoate), CCN(C(C)C)C(C)C (DIPEA). Run in CC(CC(C)O)C (4-methylpentan-2-ol). Product: C(C)(C)(C)OC(C(CN(C1=CC(=NC=C1[N+](=O)[O-])NC1=C(C=C(C(=O)OC)C=C1)OC)C1CCCC1)(C)C)=O (methyl 4-(4-((3-tert-butoxy-2,2-dimethyl-3-oxopropyl) (cyclopentyl)amino)-5-nitropyridin-2-ylamino)-3-methoxybenzoate). The yield is 61.3%. RXN SMILES: Cl[C:2]1[N:7]=[C:6]([N:8]([CH:20]2[CH2:24][CH2:23][CH2:22][CH2:21]2)[CH2:9][C:10]([CH3:19])([CH3:18])[C:11]([O:13][C:14]([CH3:17])([CH3:16])[CH3:15])=[O:12])[C:5]([N+:25]([O-:27])=[O:26])=[CH:4][N:3]=1.N[C:29]1[CH:38]=[CH:37][C:32]([C:33]([O:35][CH3:36])=[O:34])=[CH:31][C:30]=1[O:39][CH3:40].[CH3:41]CN(C(C)C)C(C)C>CC(C)CC(O)C>[C:14]([O:13][C:11](=[O:12])[C:10]([CH3:19])([CH3:18])[CH2:9][N:8]([CH:20]1[CH2:24][CH2:23][CH2:22][CH2:21]1)[C:6]1[C:5]([N+:25]([O-:27])=[O:26])=[CH:4][N:3]=[C:2]([NH:7][C:29]2[CH:38]=[CH:37][C:32]([C:33]([O:35][CH3:36])=[O:34])=[CH:31][C:30]=2[O:39][CH3:40])[CH:41]=1)([CH3:17])([CH3:16])[CH3:15]. Reported procedure: tert-butyl 3-[(2-chloro-5-nitro-pyrimidin-4-yl)-cyclopentyl-amino]-2,2-dimethyl-propanoate (1.5 g, 3.760 mmol), methyl 4-amino-3-methoxy-benzoate (817.5 mg, 4.512 mmol) and DIPEA (728.9 mg, 982.3 μL, 5.640 mmol) in 4-methylpentan-2-ol were treated under microwave at 140 C for 2 hours. The mixture was concentrated and purification by flash chromatography, eluting with 5% ethylacetate/petether to remove impurities followed by 10% ethylacetate/pet ether to elute product, gave methyl 4-(4-((3-tert-b...